From a dataset of the Open Reaction Database (ORD), a public repository of structured organic reaction records. describe an organic reaction: reactants, conditions, products, and yield Reactants: O=C([O-])[O-], CCCCCI, [K+], [K+], CN(C)C=O, O=c1[nH]c(=O)n2c(c1-c1ccccc1)SCCC2. Product: CCCCCn1c(=O)c(-c2ccccc2)c2n(c1=O)CCCS2. RXN SMILES: [C:7](=[O:8])([O-:9])[O-:10].[I:1][CH2:2][CH2:3][CH2:4][CH2:5][CH3:6].[K+:11].[K+:12].[O:31]=[CH:32][N:33]([CH3:34])[CH3:35].[c:13]1(-[c:19]2[c:20](=[O:30])[nH:21][c:22](=[O:29])[n:23]3[c:24]2[S:25][CH2:26][CH2:27][CH2:28]3)[cH:14][cH:15][cH:16][cH:17][cH:18]1>>[CH2:2]([CH2:3][CH2:4][CH2:5][CH3:6])[n:21]1[c:20](=[O:30])[c:19](-[c:13]2[cH:14][cH:15][cH:16][cH:17][cH:18]2)[c:24]2[n:23]([c:22]1=[O:29])[CH2:28][CH2:27][CH2:26][S:25]2. The reactants are C1(=CC=CC=C1)CN(C1(CCCC1)C#N)CC1=CC=CC=C1 (1-[bis(phenylmethyl)amino]cyclopentanecarbonitrile), C1(=CC=CC=C1)[Li] (phenyllithium), C(CCC)OCCCC (di-n-butylether), [BH4-].[Na+] (sodium borohydride), NC(C1(CCCC1)N(C)C)C1=CC=CC=C1 (Racemic {1-[amino(phenyl)methyl]cyclopentyl}dimethylamine). Product: NC(C1(CCCC1)N(CC1=CC=CC=C1)CC1=CC=CC=C1)C1=CC=CC=C1 ((±)-{1-[Amino(phenyl)methyl]cyclopentyl}bis(phenylmethyl)amine). Procedure details: The title compound (2.31 g; 38%) was prepared from 1-[bis(phenylmethyl)amino]cyclopentanecarbonitrile D32 (4.0 g; 13.8 mmol), and phenyllithium in di-n-butylether (8.4 ml of 1.8M solution; 15.2 mmol) in THF (80 ml), followed by reaction with sodium borohydride (1.57 g; 41.4 mmol) in methanol (80 ml) in a similar manner to that described in D2. Mass Spectrum (Electrospray LC/MS), API+: Found 371 (MH+). C26H30N2 requires 370. Ret. time 2.62 min. As a reaction SMILES: [C:1]1([CH2:7][N:8]([CH2:16][C:17]2[CH:22]=[CH:21][CH:20]=[CH:19][CH:18]=2)[C:9]2([C:14]#[N:15])[CH2:13][CH2:12][CH2:11][CH2:10]2)[CH:6]=[CH:5][CH:4]=[CH:3][CH:2]=1.[C:23]1([Li])[CH:28]=[CH:27][CH:26]=[CH:25][CH:24]=1.C(OCCCC)CCC.[BH4-].[Na+].NC(C1C=CC=CC=1)C1(N(C)C)CCCC1>C1COCC1.CO>[NH2:15][CH:14]([C:23]1[CH:28]=[CH:27][CH:26]=[CH:25][CH:24]=1)[C:9]1([N:8]([CH2:7][C:1]2[CH:2]=[CH:3][CH:4]=[CH:5][CH:6]=2)[CH2:16][C:17]2[CH:22]=[CH:21][CH:20]=[CH:19][CH:18]=2)[CH2:13][CH2:12][CH2:11][CH2:10]1 |f:3.4|. Run in C1CCOC1 (THF), CO (methanol). The yield is 38.0%. Starting materials: CS(=O)(=O)c1ccc(Br)cc1[N+](=O)[O-], CO, [Cl-], [NH4+], O, [Zn]. Yields the product CS(=O)(=O)c1ccc(Br)cc1N. RXN SMILES: [Br:1][c:2]1[cH:3][c:4]([N+:12]([O-:13])=[O:14])[c:5]([S:8](=[O:9])(=[O:10])[CH3:11])[cH:6][cH:7]1.[CH3:18][OH:19].[Cl-:15].[NH4+:16].[OH2:17].[Zn:20]>>[Br:1][c:2]1[cH:3][c:4]([NH2:12])[c:5]([S:8](=[O:9])(=[O:10])[CH3:11])[cH:6][cH:7]1. Reactants: BrC=1C(=NC(=CC1)C)C#N (3-bromo-6-methylpicolinonitrile), [OH-].[Na+] (NaOH), CCO (EtOH), Cl (HCl), [OH-].[Na+] (NaOH). Reaction conditions: temperature 90 celsius, time 24 hour. Yields the product BrC=1C(=NC(=CC1)C)C(=O)O (3-bromo-6-methylpicolinic acid). Reaction SMILES: [Br:1][C:2]1C(C#N)=[N:4][C:5]([CH3:8])=[CH:6][CH:7]=1.[OH-:11].[Na+].Cl.[CH3:14][CH2:15][OH:16]>>[Br:1][C:2]1[C:14]([C:15]([OH:11])=[O:16])=[N:4][C:5]([CH3:8])=[CH:6][CH:7]=1 |f:1.2|. Procedure: To 3-bromo-6-methylpicolinonitrile (4 g, 20.3 mmol) in EtOH (40 mL) in a sealed tube was added aqueous 4M NaOH (15 mL). The reaction was heated at 90° C. for 24 h. Additional aqueous 4M NaOH was added and heating continued at 90° C. for 24 h. The reaction was cooled to rt, acidified to pH=3 with 1N HCl (aq), concentrated and used without further purification in subsequent steps. MS (ESI) mass calcd. for C7H6BrNO2, 216.0; m/z found 218 [M+H]+. Starting materials: CS(=O)(=O)c1ccc(F)c(C(=O)O)c1F, N#Cc1ccc(N2CCNCC2)cc1. Yields the product CS(=O)(=O)c1ccc(F)c(C(=O)N2CCN(c3ccc(C#N)cc3)CC2)c1F. Reaction SMILES: [F:15][c:16]1[c:17]([C:18](=[O:19])[OH:20])[c:21]([F:29])[cH:22][cH:23][c:24]1[S:25](=[O:26])(=[O:27])[CH3:28].[N:1]1([c:7]2[cH:8][cH:9][c:10]([C:11]#[N:12])[cH:13][cH:14]2)[CH2:2][CH2:3][NH:4][CH2:5][CH2:6]1>>[N:1]1([c:7]2[cH:8][cH:9][c:10]([C:11]#[N:12])[cH:13][cH:14]2)[CH2:2][CH2:3][N:4]([C:18]([c:17]2[c:16]([F:15])[c:24]([S:25](=[O:26])(=[O:27])[CH3:28])[cH:23][cH:22][c:21]2[F:29])=[O:19])[CH2:5][CH2:6]1. Reactants: C(C)(C)(C)OC(=O)N1C(C(C[C@@H]1C1=CC(=CC=C1)C(F)(F)F)C(=O)O)=O ((5R)-1-(tert-butoxycarbonyl)-5-[3-(trifluoromethyl)phenyl]-2-oxopyrrolidine-3-carboxylic acid), C(=O)(C(F)(F)F)O (TFA). Solvent: C(Cl)Cl (DCM), C(Cl)Cl (DCM). Conditions: time 30 minute. Product: FC(C=1C=C(C=CC1)[C@H]1CCC(N1)=O)(F)F ((R)-5-[3-(trifluoromethyl)phenyl]pyrrolidin-2-one). RXN SMILES: C(OC([N:8]1[C@@H:12]([C:13]2[CH:18]=[CH:17][CH:16]=[C:15]([C:19]([F:22])([F:21])[F:20])[CH:14]=2)[CH2:11][CH:10](C(O)=O)[C:9]1=[O:26])=O)(C)(C)C.C(O)(C(F)(F)F)=O>C(Cl)Cl>[F:22][C:19]([F:20])([F:21])[C:15]1[CH:14]=[C:13]([C@@H:12]2[NH:8][C:9](=[O:26])[CH2:10][CH2:11]2)[CH:18]=[CH:17][CH:16]=1. Procedure: The mixture of (5R)-1-(tert-butoxycarbonyl)-5-[3-(trifluoromethyl)phenyl]-2-oxopyrrolidine-3-carboxylic acid obtained in Step E (ca. 1.21 mmol) and 30% TFA in DCM (6 mL) is stirred at rt for 30 min. The reaction mixture is then dissolved in DCM (120 mL), washed with saturated aq. NaHCO3 (40 mL) and brine (40 mL) and dried over Na2SO4. Concentration to give (R)-5-[3-(trifluoromethyl)phenyl]pyrrolidin-2-one as a slight brown solid (278 mg, 100% overall yield for two steps). This product is used fo... The reactants are C(C1=CC=CC=C1)OC1=CC=C(C=C1)[C@H]1[C@@H](C1)[N+](=O)[O-] (1-(benzyloxy)-4-[(trans)-2-nitrocyclopropyl]benzene), BrC1=CC=C(C=C1)\C=C\[N+](=O)[O-] (1-bromo-4-[(trans)-2-nitrovinyl]benzene). Product: BrC1=CC=C(C=C1)[C@H]1[C@@H](C1)[N+](=O)[O-] (1-bromo-4-[(trans)-2-nitrocyclopropyl]benzene). Isolated yield 27.0%. As a reaction SMILES: C(O[C:9]1[CH:14]=[CH:13][C:12]([C@@H:15]2[CH2:17][C@H:16]2[N+:18]([O-:20])=[O:19])=[CH:11][CH:10]=1)C1C=CC=CC=1.[Br:21]C1C=CC(/C=C/[N+]([O-])=O)=CC=1>>[Br:21][C:9]1[CH:14]=[CH:13][C:12]([C@@H:15]2[CH2:17][C@H:16]2[N+:18]([O-:20])=[O:19])=[CH:11][CH:10]=1. Reported procedure: This compound was synthesized using the same methodology described in Intermediate C, using the commercially available 1-bromo-4-[(trans)-2-nitrovinyl]benzene as starting material. 27% yield. Run in CCOC(=O)C (EtOAc), hexanes, O1CCOCC1 (dioxane). Yield: 50.0%. The reactants are C1(CC1)C1=CN=CC(=N1)C1=CN(C2=CC=C(C=C12)C1=NC(=CN=C1)C1CC1)S(=O)(=O)C1=CC=C(C)C=C1 (3,5-bis(6-cyclopropylpyrazin-2-yl)-1-tosyl-1H-indole), [OH-].[Na+] (NaOH), [Na+].[Cl-] (NaCl). Reported procedure: A glass microwave reaction vessel was charged with 3,5-bis(6-cyclopropylpyrazin-2-yl)-1-tosyl-1H-indole (72 mg, 0.14 mmol) and 1 M NaOH (aq., 0.71 mL, 0.71 mmol) in dioxane (1.5 mL). The reaction was stirred and heated in a Initiator microwave reactor (Personal Chemistry, Biotage AB, Inc., Upssala, Sweden) at 120° C. for 20 min. Saturated NaCl (aq.) was added and the mixture was extracted with EtOAc (3×). The combined organic layers were dried over anhydrous Na2SO4, filtered and concentrated. Th... Conditions: temperature 120 celsius. Reaction SMILES: [CH:1]1([C:4]2[N:9]=[C:8]([C:10]3[C:18]4[C:13](=[CH:14][CH:15]=[C:16]([C:19]5[CH:24]=[N:23][CH:22]=[C:21]([CH:25]6[CH2:27][CH2:26]6)[N:20]=5)[CH:17]=4)[N:12](S(C4C=CC(C)=CC=4)(=O)=O)[CH:11]=3)[CH:7]=[N:6][CH:5]=2)[CH2:3][CH2:2]1.[OH-].[Na+].[Na+].[Cl-]>O1CCOCC1.CCOC(C)=O>[CH:1]1([C:4]2[N:9]=[C:8]([C:10]3[C:18]4[C:13](=[CH:14][CH:15]=[C:16]([C:19]5[CH:24]=[N:23][CH:22]=[C:21]([CH:25]6[CH2:27][CH2:26]6)[N:20]=5)[CH:17]=4)[NH:12][CH:11]=3)[CH:7]=[N:6][CH:5]=2)[CH2:3][CH2:2]1 |f:1.2,3.4|. Product: C1(CC1)C1=CN=CC(=N1)C1=CNC2=CC=C(C=C12)C1=NC(=CN=C1)C1CC1 (3,5-bis(6-cyclopropyl-2-pyrazinyl)-1H-indole). Starting materials: COC1=CC=C(CN2CC(CCC2)C(C)(C)O)C=C1 (2-{1-(4-Methoxy-benzyl)-piperidin-3-yl]-propan-2-ol), [SiH](CC)(CC)CC (Et3SiH), C(=O)(C(F)(F)F)O (TFA). Yields the product C(C)(C)=C1CN(CCC1)CC1=CC=C(C=C1)OC (3-Isopropylidene-1-(4-methoxy-benzyl)-piperidine). Isolated yield 76.2%. RXN SMILES: [CH3:1][O:2][C:3]1[CH:19]=[CH:18][C:6]([CH2:7][N:8]2[CH2:13][CH2:12][CH2:11][CH:10]([C:14](O)([CH3:16])[CH3:15])[CH2:9]2)=[CH:5][CH:4]=1.[SiH](CC)(CC)CC.C(O)(C(F)(F)F)=O>>[C:14](=[C:10]1[CH2:11][CH2:12][CH2:13][N:8]([CH2:7][C:6]2[CH:18]=[CH:19][C:3]([O:2][CH3:1])=[CH:4][CH:5]=2)[CH2:9]1)([CH3:16])[CH3:15]. Reported procedure: Combine 2-{1-(4-Methoxy-benzyl)-piperidin-3-yl]-propan-2-ol (0.564 g, 2.14 mmol) and 1:1 Et3SiH:TFA (8 mL) at room temperature. Reflux the reaction for 72 hours under a Nitrogen atmosphere and then concentrate under reduced pressure and flash chromatograph using 3% 1N NH3-MeOH in CH2Cl2 to give 400.0 mg (76% yield) of the title compound: 1H NMR (500 MHz, CDCl3); 1.5-1.6 (8H, d), 2.2 (2H, t), 2.5 (2H, br s), 3.0 (2H, br s), 3.5 (2H, br s), 3.8 (3H, s), 6.8 (2H, d), 7.2 (2H, d); MS m/z 246